From a dataset of the Open Reaction Database (ORD), a public repository of structured organic reaction records. describe an organic reaction: reactants, conditions, products, and yield Reactants: COC(=O)Cc1ccc(Br)cn1, ClCCCBr, [H-], [Na+], CN(C)C=O, O. Product: COC(=O)C(CCCCl)c1ccc(Br)cn1. RXN SMILES: [CH3:3][O:4][C:5]([CH2:6][c:7]1[n:8][cH:9][c:10]([Br:13])[cH:11][cH:12]1)=[O:14].[Cl:15][CH2:16][CH2:17][CH2:18][Br:19].[H-:2].[Na+:1].[O:21]=[CH:22][N:23]([CH3:24])[CH3:25].[OH2:20]>>[CH3:3][O:4][C:5]([CH:6]([c:7]1[n:8][cH:9][c:10]([Br:13])[cH:11][cH:12]1)[CH2:18][CH2:17][CH2:16][Cl:15])=[O:14]. The reactants are C\C(=C/C(=O)O)\C=C\C(=C(\C=C\C1=C(SC(=C1C)C)C)/C)\F (2E,4E,6Z,8E-3,7-dimethyl-6-fluoro-9-(2,4,5-trimethyl-3-thienyl)-2,4,6,8-nonatetraenoic acid), CN(C=O)C (dimethylformamide), C(C(=O)Cl)(=O)Cl (oxalyl chloride). The solvent is C1=CC=CC=C1 (benzene), C1=CC=CC=C1 (benzene). Conditions: time 1 hour. Yields the product C\C(=C/C(=O)N)\C=C\C(=C(\C=C\C1=C(SC(=C1C)C)C)/C)\F (2E,4E,6Z,8E-3,7-dimethyl-6-fluoro-9-(2,4,5-trimethyl-3-thienyl)-2,4,6,8-nonatetraenamide). The yield is 18.0%. As a reaction SMILES: [CH3:1]/[C:2](/[CH:7]=[CH:8]/[C:9](/[F:22])=[C:10](\[CH3:21])/[CH:11]=[CH:12]/[C:13]1[C:17]([CH3:18])=[C:16]([CH3:19])[S:15][C:14]=1[CH3:20])=[CH:3]\[C:4](O)=[O:5].C[N:24](C)C=O.C(Cl)(=O)C(Cl)=O>C1C=CC=CC=1>[CH3:1]/[C:2](/[CH:7]=[CH:8]/[C:9](/[F:22])=[C:10](\[CH3:21])/[CH:11]=[CH:12]/[C:13]1[C:17]([CH3:18])=[C:16]([CH3:19])[S:15][C:14]=1[CH3:20])=[CH:3]\[C:4]([NH2:24])=[O:5]. Procedure: A suspension of 0.40 g. (0.12 mmol) of 2E,4E,6Z,8E-3,7-dimethyl-6-fluoro-9-(2,4,5-trimethyl-3-thienyl)-2,4,6,8-nonatetraenoic acid in 12 ml. of dry benzene was stirred at 23° C. under argon while about 5 mg. of dimethylformamide were added thereto followed by 0.24 g. (0.19 mmole) of oxalyl chloride in 3 ml. of dry benzene. After 1 hour of stirring, dry ammonia was bubbled into the resulting orange solution until a bright yellow color persisted. The reaction mixture was poured into water, extract... Starting materials: CON1C(CC(CC1(C)C)=O)(C)C (1-methoxy-2,2,6,6-tetramethyl-4-oxopiperidine), C(CCCCCN)N (1,6-hexanediamine). Yields the product CON1C(CC(CC1(C)C)NCCCCCCNC1CC(N(C(C1)(C)C)OC)(C)C)(C)C (N,N′-bis(1-methoxy-2,2,6,6-tetramethyl-4-piperidyl)-1,6-hexanediamine). Reaction SMILES: [CH3:1][O:2][N:3]1[C:8]([CH3:10])([CH3:9])[CH2:7][C:6](=O)[CH2:5][C:4]1([CH3:13])[CH3:12].[CH2:14]([NH2:21])[CH2:15][CH2:16][CH2:17][CH2:18][CH2:19][NH2:20]>>[CH3:1][O:2][N:3]1[C:8]([CH3:10])([CH3:9])[CH2:7][CH:6]([NH:20][CH2:19][CH2:18][CH2:17][CH2:16][CH2:15][CH2:14][NH:21][CH:6]2[CH2:7][C:8]([CH3:9])([CH3:10])[N:3]([O:2][CH3:1])[C:4]([CH3:13])([CH3:12])[CH2:5]2)[CH2:5][C:4]1([CH3:13])[CH3:12]. Procedure details: The product is prepared as described in Example II-1, by reaction of 185.3 g (1 mole) of 1-methoxy-2,2,6,6-tetramethyl-4-oxopiperidine and 60.4 g (0.52 moles) of 1,6-hexanediamine. Reactants: O=C([O-])[O-], [Cs+], [Cs+], O=S(=O)(F)c1ccc(I)cc1, Cc1ncc(-c2ccnc(N)n2)n1C, O=C(C=Cc1ccccc1)C=Cc1ccccc1, O=C(C=Cc1ccccc1)C=Cc1ccccc1, C1COCCO1, O=C(C=Cc1ccccc1)C=Cc1ccccc1, O, [Pd], [Pd], c1ccc(P(c2ccccc2)c2ccc3ccccc3c2-c2c(P(c3ccccc3)c3ccccc3)ccc3ccccc23)cc1. Product: Cc1ncc(-c2ccnc(Nc3ccc(S(=O)(=O)F)cc3)n2)n1C. As a reaction SMILES: [C:1](=[O:2])([O-:3])[O-:4].[Cs+:5].[Cs+:6].[I:21][c:22]1[cH:23][cH:24][c:25]([S:28](=[O:29])(=[O:30])[F:31])[cH:26][cH:27]1.[NH2:7][c:8]1[n:9][cH:10][cH:11][c:12](-[c:14]2[cH:15][n:16][c:17]([CH3:20])[n:18]2[CH3:19])[n:13]1.[O:104]=[C:105]([CH:106]=[CH:107][c:108]1[cH:109][cH:110][cH:111][cH:112][cH:113]1)[CH:114]=[CH:115][c:116]1[cH:117][cH:118][cH:119][cH:120][cH:121]1.[O:122]=[C:123]([CH:124]=[CH:125][c:126]1[cH:127][cH:128][cH:129][cH:130][cH:131]1)[CH:132]=[CH:133][c:134]1[cH:135][cH:136][cH:137][cH:138][cH:139]1.[O:78]1[CH2:79][CH2:80][O:81][CH2:82][CH2:83]1.[O:86]=[C:87]([CH:88]=[CH:89][c:90]1[cH:91][cH:92][cH:93][cH:94][cH:95]1)[CH:96]=[CH:97][c:98]1[cH:99][cH:100][cH:101][cH:102][cH:103]1.[OH2:140].[Pd:84].[Pd:85].[c:32]1([P:33]([c:34]2[cH:35][cH:36][cH:37][cH:38][cH:39]2)[c:40]2[cH:41][cH:42][c:43]3[c:44]([cH:45][cH:46][cH:47][cH:48]3)[c:49]2-[c:50]2[c:51]3[c:52]([cH:53][cH:54][cH:55][cH:56]3)[cH:57][cH:58][c:59]2[P:60]([c:61]2[cH:62][cH:63][cH:64][cH:65][cH:66]2)[c:67]2[cH:68][cH:69][cH:70][cH:71][cH:72]2)[cH:73][cH:74][cH:75][cH:76][cH:77]1>>[NH:7]([c:8]1[n:9][cH:10][cH:11][c:12](-[c:14]2[cH:15][n:16][c:17]([CH3:20])[n:18]2[CH3:19])[n:13]1)[c:22]1[cH:23][cH:24][c:25]([S:28](=[O:29])(=[O:30])[F:31])[cH:26][cH:27]1. Starting materials: C1CCOC1, Cl, [Na+], O=C([O-])O, COC=C1CCC(c2cnc3c(c2)c(-c2cnn(C)c2)cn3S(=O)(=O)c2ccccc2)CC1. The product is Cn1cc(-c2cn(S(=O)(=O)c3ccccc3)c3ncc(C4CCC(C=O)CC4)cc23)cn1. RXN SMILES: [CH2:40]1[O:41][CH2:42][CH2:43][CH2:44]1.[ClH:34].[Na+:39].[O-:35][C:36]([OH:37])=[O:38].[c:1]1([S:7](=[O:8])(=[O:9])[n:10]2[cH:11][c:12](-[c:28]3[cH:29][n:30][n:31]([CH3:33])[cH:32]3)[c:13]3[c:14]2[n:15][cH:16][c:17]([CH:19]2[CH2:20][CH2:21][C:22](=[CH:25][O:26][CH3:27])[CH2:23][CH2:24]2)[cH:18]3)[cH:2][cH:3][cH:4][cH:5][cH:6]1>>[c:1]1([S:7](=[O:8])(=[O:9])[n:10]2[cH:11][c:12](-[c:28]3[cH:29][n:30][n:31]([CH3:33])[cH:32]3)[c:13]3[c:14]2[n:15][cH:16][c:17]([CH:19]2[CH2:20][CH2:21][CH:22]([CH:25]=[O:26])[CH2:23][CH2:24]2)[cH:18]3)[cH:2][cH:3][cH:4][cH:5][cH:6]1. The reactants are BrB(Br)Br, COc1ccc(-c2oc(CCC(=O)O)nc2-c2ccccc2)cc1, CCOC(C)=O, ClCCl, O. Reaction SMILES: [B:25]([Br:26])([Br:27])[Br:28].[CH3:1][O:2][c:3]1[cH:4][cH:5][c:6](-[c:9]2[c:10](-[c:19]3[cH:20][cH:21][cH:22][cH:23][cH:24]3)[n:11][c:12]([CH2:14][CH2:15][C:16](=[O:17])[OH:18])[o:13]2)[cH:7][cH:8]1.[CH3:30][CH2:31][O:32][C:33](=[O:34])[CH3:35].[Cl:36][CH2:37][Cl:38].[OH2:29]>>[OH:2][c:3]1[cH:4][cH:5][c:6](-[c:9]2[c:10](-[c:19]3[cH:20][cH:21][cH:22][cH:23][cH:24]3)[n:11][c:12]([CH2:14][CH2:15][C:16](=[O:17])[OH:18])[o:13]2)[cH:7][cH:8]1. Yields the product O=C(O)CCc1nc(-c2ccccc2)c(-c2ccc(O)cc2)o1. Starting materials: CCO, C[n+]1ccc(Nc2ccc(C(=O)Nc3ccc([N+](=O)[O-])cc3)cc2)cc1, [Cl-], O. Product: C[n+]1ccc(Nc2ccc(C(=O)Nc3ccc(N)cc3)cc2)cc1, [Cl-]. RXN SMILES: [CH3:29][CH2:30][OH:31].[CH3:2][n+:3]1[cH:4][cH:5][c:6]([NH:9][c:10]2[cH:11][cH:12][c:13]([C:16](=[O:17])[NH:18][c:19]3[cH:20][cH:21][c:22]([N+:25]([O-:26])=[O:27])[cH:23][cH:24]3)[cH:14][cH:15]2)[cH:7][cH:8]1.[Cl-:1].[OH2:28]>>[CH3:2][n+:3]1[cH:4][cH:5][c:6]([NH:9][c:10]2[cH:11][cH:12][c:13]([C:16](=[O:17])[NH:18][c:19]3[cH:20][cH:21][c:22]([NH2:25])[cH:23][cH:24]3)[cH:14][cH:15]2)[cH:7][cH:8]1.[Cl-:1]. Starting materials: N[C@]1(C[C@H](CC1)C1=CC=C(C=C1)Br)CO (((1R,3S)-1-amino-3-(4-bromophenyl)cyclopentyl)methanol), N1=CC=CC=C1 (pyridine), C(=O)(N1C=NC=C1)N1C=NC=C1 (1,1′-carbonyldiimidazole). Run in C(C)(=O)OCC (ethyl acetate), O1CCOCC1 (dioxane). Reaction conditions: time 4 hour. Yields the product BrC1=CC=C(C=C1)[C@@H]1C[C@@]2(COC(N2)=O)CC1 ((5R,7S)-7-(4-Bromophenyl)-3-oxa-1-azaspiro[4.4]nonan-2-one). The yield is 87.1%. As a reaction SMILES: [NH2:1][C@:2]1([CH2:14][OH:15])[CH2:6][CH2:5][C@H:4]([C:7]2[CH:12]=[CH:11][C:10]([Br:13])=[CH:9][CH:8]=2)[CH2:3]1.N1C=CC=CC=1.[C:22](N1C=CN=C1)(N1C=CN=C1)=[O:23]>O1CCOCC1.C(OCC)(=O)C>[Br:13][C:10]1[CH:11]=[CH:12][C:7]([C@H:4]2[CH2:5][CH2:6][C@@:2]3([NH:1][C:22](=[O:23])[O:15][CH2:14]3)[CH2:3]2)=[CH:8][CH:9]=1. Procedure details: To a mixture of ((1R,3S)-1-amino-3-(4-bromophenyl)cyclopentyl)methanol (11 g, 40.7 mmol) and pyridine (I-3A, 3.29 mL, 40.7 mmol) in dioxane (300 mL) was added 1,1′-carbonyldiimidazole (19.81 g, 122 mmol). The reaction mixture was stirred for 4 hours. The reaction mixture was diluted with ethyl acetate and washed with 1M HCl, brine and saturated NaHCO3. The mixture was back extracted several times. The organic layer was dried with MgSO4, filtered and concentrated to afford 10.5 g of desired produ...